Task: describe an organic reaction: reactants, conditions, products, and yield. Dataset: the Open Reaction Database (ORD), a public repository of structured organic reaction records Starting materials: O=C([O-])[O-], COCCOC, CN1CCN(C2CCC(n3cc(I)c4c(Cl)ncnc43)CC2)CC1, [Na+], [Na+], O, O, CC1(C)OB(c2ccc(CC(=O)Nc3ccccc3)cc2)OC1(C)C. Product: CN1CCN(C2CCC(n3cc(-c4ccc(CC(=O)Nc5ccccc5)cc4)c4c(Cl)ncnc43)CC2)CC1. Reaction SMILES: [C:51](=[O:52])([O-:53])[O-:54].[CH3:57][O:58][CH2:59][CH2:60][O:61][CH3:62].[Cl:1][c:2]1[c:3]2[c:4]([n:5][cH:6][n:7]1)[n:8]([CH:12]1[CH2:13][CH2:14][CH:15]([N:18]3[CH2:19][CH2:20][N:21]([CH3:24])[CH2:22][CH2:23]3)[CH2:16][CH2:17]1)[cH:9][c:10]2[I:11].[Na+:55].[Na+:56].[OH2:50].[OH2:63].[c:25]1([NH:31][C:32]([CH2:33][c:34]2[cH:35][cH:36][c:37]([B:40]3[O:41][C:42]([CH3:43])([CH3:44])[C:45]([CH3:46])([CH3:47])[O:48]3)[cH:38][cH:39]2)=[O:49])[cH:26][cH:27][cH:28][cH:29][cH:30]1>>[Cl:1][c:2]1[c:3]2[c:4]([n:5][cH:6][n:7]1)[n:8]([CH:12]1[CH2:13][CH2:14][CH:15]([N:18]3[CH2:19][CH2:20][N:21]([CH3:24])[CH2:22][CH2:23]3)[CH2:16][CH2:17]1)[cH:9][c:10]2-[c:37]1[cH:36][cH:35][c:34]([CH2:33][C:32]([NH:31][c:25]2[cH:26][cH:27][cH:28][cH:29][cH:30]2)=[O:49])[cH:39][cH:38]1. The product is CC(C)N1CCC(COCC(NC(=O)c2ccc3c(Cl)c[nH]c3c2)c2ccccc2)CC1. RXN SMILES: [CH3:30][C:31]([CH3:32])=[O:33].[Cl:1][c:2]1[cH:3][nH:4][c:5]2[cH:6][c:7]([C:11](=[O:12])[NH:13][CH:14]([CH2:15][O:16][CH2:17][CH:18]3[CH2:19][CH2:20][NH:21][CH2:22][CH2:23]3)[c:24]3[cH:25][cH:26][cH:27][cH:28][cH:29]3)[cH:8][cH:9][c:10]12>>[Cl:1][c:2]1[cH:3][nH:4][c:5]2[cH:6][c:7]([C:11](=[O:12])[NH:13][CH:14]([CH2:15][O:16][CH2:17][CH:18]3[CH2:19][CH2:20][N:21]([CH:31]([CH3:30])[CH3:32])[CH2:22][CH2:23]3)[c:24]3[cH:25][cH:26][cH:27][cH:28][cH:29]3)[cH:8][cH:9][c:10]12. Starting materials: CC(C)=O, O=C(NC(COCC1CCNCC1)c1ccccc1)c1ccc2c(Cl)c[nH]c2c1. Starting materials: C1(=CC=CC=C1)O (phenol), BrCCCC(=O)OCC (ethyl 4-bromobutyrate), C([O-])([O-])=O.[K+].[K+] (potassium carbonate). Reagents/catalysts: [I-].C(CCC)[N+](CCCC)(CCCC)CCCC (tetrabutylammonium iodide). Solvent: C(C)#N (acetonitrile). Yields the product C(C)OC(CCCOC1=CC=CC=C1)=O (4-phenoxy-butyric acid ethyl ester). Reaction SMILES: [C:1]1([OH:7])[CH:6]=[CH:5][CH:4]=[CH:3][CH:2]=1.Br[CH2:9][CH2:10][CH2:11][C:12]([O:14][CH2:15][CH3:16])=[O:13].C(=O)([O-])[O-].[K+].[K+]>C(#N)C.[I-].C([N+](CCCC)(CCCC)CCCC)CCC>[CH2:15]([O:14][C:12](=[O:13])[CH2:11][CH2:10][CH2:9][O:7][C:1]1[CH:6]=[CH:5][CH:4]=[CH:3][CH:2]=1)[CH3:16] |f:2.3.4,6.7|. Reported procedure: To a solution of phenol (3.16 g, 33.6 mmol) in acetonitrile, was added ethyl 4-bromobutyrate (4.8 ml, 33.6 mmol), potassium carbonate (4.64 g, 33.6 mmol) and tetrabutylammonium iodide (370 mg, 1 mmol). The reaction mixture was stirred vigorously and heated to reflux for 2 days before being cooled, filtered, dried (MgSO4) and concentrated in-vacuo to yield 4-phenoxy-butyric acid ethyl ester. 4-Phenoxy-butyric acid ethyl ester was hydrolyzed to its corresponding carboxylic acid using sodium hydrox... The reactants are CCN(CC)S(F)(F)F (DAST), BrC=1C=CC=2N(C3=CC=C(C=C3C2C1)Br)CC(CNC1=CC(=CC=C1)OC)O (1-(3,6-dibromo-9H-carbazol-9-yl)-3-(3-methoxyphenylamino)propan-2-ol). Solvent: C(Cl)Cl (DCM). Conditions: temperature -78 celsius, time 1 hour. The product is BrC=1C=CC=2N(C3=CC=C(C=C3C2C1)Br)CC(CNC1=CC(=CC=C1)OC)F (N-(3-(3,6-dibromo-9H-carbazol-9-yl)-2-fluoropropyl)-3-methoxyaniline). Isolated yield 5.5%. RXN SMILES: CCN(S(F)(F)[F:7])CC.[Br:10][C:11]1[CH:12]=[CH:13][C:14]2[N:15]([CH2:25][CH:26](O)[CH2:27][NH:28][C:29]3[CH:34]=[CH:33][CH:32]=[C:31]([O:35][CH3:36])[CH:30]=3)[C:16]3[C:21]([C:22]=2[CH:23]=1)=[CH:20][C:19]([Br:24])=[CH:18][CH:17]=3>C(Cl)Cl>[Br:10][C:11]1[CH:12]=[CH:13][C:14]2[N:15]([CH2:25][CH:26]([F:7])[CH2:27][NH:28][C:29]3[CH:34]=[CH:33][CH:32]=[C:31]([O:35][CH3:36])[CH:30]=3)[C:16]3[C:21]([C:22]=2[CH:23]=1)=[CH:20][C:19]([Br:24])=[CH:18][CH:17]=3. Procedure: DAST [(Et2NSF3) 0.12 ml, 0.916 mmol] was added dropwise to a solution of 1-(3,6-dibromo-9H-carbazol-9-yl)-3-(3-methoxyphenylamino)propan-2-ol (0.102 g, 0.203 mmol) in 6.0 ml of anhydrous DCM at −78° C. The reaction was stirred at −78° C. for one hour before being slowly warmed to 0° C. over 5 hours. The reaction was quenched by addition of phosphate buffer (pH=8) and extracted with DCM. The aqueous phase was extracted twice with 10 ml DCM. The combined organics were dried over Na2SO4, filtered a... Starting materials: COC(=O)c1ccc(N2CCC(O)CC2)cc1Br, COCCOC, [K+], [K+], [K+], O, OB(O)c1ccccc1, O=P([O-])([O-])[O-], c1ccc(P(c2ccccc2)(c2ccccc2)[Pd](P(c2ccccc2)(c2ccccc2)c2ccccc2)(P(c2ccccc2)(c2ccccc2)c2ccccc2)P(c2ccccc2)(c2ccccc2)c2ccccc2)cc1. Yields the product COC(=O)c1ccc(N2CCC(O)CC2)cc1-c1ccccc1. RXN SMILES: [CH3:1][O:2][C:3]([c:4]1[c:5]([Br:17])[cH:6][c:7]([N:10]2[CH2:11][CH2:12][CH:13]([OH:16])[CH2:14][CH2:15]2)[cH:8][cH:9]1)=[O:18].[CH3:36][O:37][CH2:38][CH2:39][O:40][CH3:41].[K+:33].[K+:34].[K+:35].[OH2:42].[OH:19][B:20]([OH:21])[c:22]1[cH:23][cH:24][cH:25][cH:26][cH:27]1.[P:28]([O-:29])([O-:30])([O-:31])=[O:32].[cH:43]1[cH:44][cH:45][c:46]([P:47]([Pd:48]([P:49]([c:50]2[cH:51][cH:52][cH:53][cH:54][cH:55]2)([c:56]2[cH:57][cH:58][cH:59][cH:60][cH:61]2)[c:62]2[cH:63][cH:64][cH:65][cH:66][cH:67]2)([P:68]([c:69]2[cH:70][cH:71][cH:72][cH:73][cH:74]2)([c:75]2[cH:76][cH:77][cH:78][cH:79][cH:80]2)[c:81]2[cH:82][cH:83][cH:84][cH:85][cH:86]2)[P:87]([c:88]2[cH:89][cH:90][cH:91][cH:92][cH:93]2)([c:94]2[cH:95][cH:96][cH:97][cH:98][cH:99]2)[c:100]2[cH:101][cH:102][cH:103][cH:104][cH:105]2)([c:106]2[cH:107][cH:108][cH:109][cH:110][cH:111]2)[c:112]2[cH:113][cH:114][cH:115][cH:116][cH:117]2)[cH:118][cH:119]1>>[CH3:1][O:2][C:3]([c:4]1[c:5](-[c:22]2[cH:23][cH:24][cH:25][cH:26][cH:27]2)[cH:6][c:7]([N:10]2[CH2:11][CH2:12][CH:13]([OH:16])[CH2:14][CH2:15]2)[cH:8][cH:9]1)=[O:18].